Dataset: the Open Reaction Database (ORD), a public repository of structured organic reaction records. Task: describe an organic reaction: reactants, conditions, products, and yield Starting materials: OOS(=O)[O-].[K+] (oxone), CO (MeOH), CCN(C(C)C)C(C)C (iPr2NEt), [Br-].C(#N)C[S+]1CCCC1 (1-(cyanomethyl)tetrahydro-1H-thiophen-1-ium, bromide salt), C(C(=O)Cl)(=O)Cl (oxalyl chloride), C(C1=CC=CC=C1)OC(=O)N1CC=2C(=C(C(=NC2CC1)C)C(=O)O)C1=CC=C(C=C1)C (6-((benzyloxy)carbonyl)-2-methyl-4-(p-tolyl)-5,6,7,8-tetrahydro-1,6-naphthyridine-3-carboxylic acid), C(C1=CC=CC=C1)OC(=O)N1CC=2C(=C(C(=NC2CC1)C)C(=O)O)C1=CC=C(C=C1)C (6-((benzyloxy)carbonyl)-2-methyl-4-(p-tolyl)-5,6,7,8-tetrahydro-1,6-naphthyridine-3-carboxylic acid). The solvent is O (water), C(Cl)Cl (CH2Cl2), CN(C)C=O (DMF). Run at time 1 hour. Yields the product COC(C(=O)C=1C(=NC=2CCN(CC2C1C1=CC=C(C=C1)C)C(=O)OCC1=CC=CC=C1)C)=O (benzyl 3-(2-methoxy-2-oxoacetyl)-2-methyl-4-(p-tolyl)-7,8-dihydro-1,6-naphthyridine-6(5H)-carboxylate). The yield is 32.0%. RXN SMILES: [CH2:1]([O:8][C:9]([N:11]1[CH2:20][CH2:19][C:18]2[N:17]=[C:16]([CH3:21])[C:15]([C:22](O)=[O:23])=[C:14]([C:25]3[CH:30]=[CH:29][C:28]([CH3:31])=[CH:27][CH:26]=3)[C:13]=2[CH2:12]1)=[O:10])[C:2]1[CH:7]=[CH:6][CH:5]=[CH:4][CH:3]=1.[C:32](Cl)(=[O:36])C(Cl)=O.CCN(C(C)C)C(C)C.[Br-].C(C[S+]1CCCC1)#N.OOS([O-])=O.[K+].[CH3:62][OH:63]>C(Cl)Cl.O.CN(C=O)C>[CH3:62][O:63][C:32](=[O:36])[C:22]([C:15]1[C:16]([CH3:21])=[N:17][C:18]2[CH2:19][CH2:20][N:11]([C:9]([O:8][CH2:1][C:2]3[CH:7]=[CH:6][CH:5]=[CH:4][CH:3]=3)=[O:10])[CH2:12][C:13]=2[C:14]=1[C:25]1[CH:26]=[CH:27][C:28]([CH3:31])=[CH:29][CH:30]=1)=[O:23] |f:3.4,5.6|. Procedure: To a suspension of 6-((benzyloxy)carbonyl)-2-methyl-4-(p-tolyl)-5,6,7,8-tetrahydro-1,6-naphthyridine-3-carboxylic acid (intermediate 9) (0.1240 g, 0.298 mmol) in CH2Cl2 with of DMF (2 mL) was added 2M (CH2Cl2) oxalyl chloride (0.298 mL, 0.595 mmol) and the solution stirred at room temperature. After 1 h, the mixture was concentrated and azeotroped with toluene 3 times to remove unreacted oxalyl chloride. The residue was taken up in CH2Cl2 (2.0 mL). iPr2NEt (0.156 mL, 0.893 mmol) and 1-(cyanometh...